Dataset: the Open Reaction Database (ORD), a public repository of structured organic reaction records. Task: describe an organic reaction: reactants, conditions, products, and yield The reactants are NC(=O)c1cc2ccc(OCC3CO3)cc2o1, Cc1ccccc1N1CCNCC1, CCOC(C)=O, Cl. The product is Cc1ccccc1N1CCN(CC(O)COc2ccc3cc(C(N)=O)oc3c2)CC1. Reaction SMILES: [C:1]([NH2:2])(=[O:3])[c:4]1[o:5][c:6]2[c:7]([cH:8]1)[cH:9][cH:10][c:11]([O:13][CH2:14][CH:15]1[CH2:16][O:17]1)[cH:12]2.[CH3:19][c:20]1[c:21]([N:26]2[CH2:27][CH2:28][NH:29][CH2:30][CH2:31]2)[cH:22][cH:23][cH:24][cH:25]1.[CH3:32][CH2:33][O:34][C:35](=[O:36])[CH3:37].[ClH:18]>>[C:1]([NH2:2])(=[O:3])[c:4]1[o:5][c:6]2[c:7]([cH:8]1)[cH:9][cH:10][c:11]([O:13][CH2:14][CH:15]([CH2:16][N:29]1[CH2:28][CH2:27][N:26]([c:21]3[c:20]([CH3:19])[cH:25][cH:24][cH:23][cH:22]3)[CH2:31][CH2:30]1)[OH:17])[cH:12]2. Starting materials: Cn1ncnc1CO, Fc1ccccc1-c1nnc2cc(-c3cccs3)c(Cl)nn12, [H-], [Na+], CN(C)C=O, O. Product: Cn1ncnc1COc1nn2c(-c3ccccc3F)nnc2cc1-c1cccs1. RXN SMILES: [CH3:1][n:2]1[n:3][cH:4][n:5][c:6]1[CH2:7][OH:8].[Cl:11][c:12]1[c:13](-[c:28]2[s:29][cH:30][cH:31][cH:32]2)[cH:14][c:15]2[n:16]([n:17]1)[c:18](-[c:21]1[c:22]([F:27])[cH:23][cH:24][cH:25][cH:26]1)[n:19][n:20]2.[H-:9].[Na+:10].[O:33]=[CH:34][N:35]([CH3:36])[CH3:37].[OH2:38]>>[CH3:1][n:2]1[n:3][cH:4][n:5][c:6]1[CH2:7][O:8][c:12]1[c:13](-[c:28]2[s:29][cH:30][cH:31][cH:32]2)[cH:14][c:15]2[n:16]([n:17]1)[c:18](-[c:21]1[c:22]([F:27])[cH:23][cH:24][cH:25][cH:26]1)[n:19][n:20]2. Starting materials: CC(=O)O, COC(=O)COc1nc(Cl)ccc1Oc1cc(-n2c(=O)cc(C(F)(F)F)n(C)c2=O)c(F)cc1[N+](=O)[O-], [Fe], O. Product: COC(=O)COc1nc(Cl)ccc1Oc1cc(-n2c(=O)cc(C(F)(F)F)n(C)c2=O)c(F)cc1N. Reaction SMILES: [CH3:39][C:40](=[O:41])[OH:42].[F:2][c:3]1[cH:4][c:5]([N+:36]([O-:37])=[O:38])[c:6]([O:7][c:8]2[c:9]([O:15][CH2:16][C:17](=[O:18])[O:19][CH3:20])[n:10][c:11]([Cl:14])[cH:12][cH:13]2)[cH:21][c:22]1-[n:23]1[c:24](=[O:35])[n:25]([CH3:34])[c:26]([C:30]([F:31])([F:32])[F:33])[cH:27][c:28]1=[O:29].[Fe:43].[OH2:1]>>[F:2][c:3]1[cH:4][c:5]([NH2:36])[c:6]([O:7][c:8]2[c:9]([O:15][CH2:16][C:17](=[O:18])[O:19][CH3:20])[n:10][c:11]([Cl:14])[cH:12][cH:13]2)[cH:21][c:22]1-[n:23]1[c:24](=[O:35])[n:25]([CH3:34])[c:26]([C:30]([F:31])([F:32])[F:33])[cH:27][c:28]1=[O:29]. The reactants are CN(CCN1C(=NC2=C1C=CC(=C2)S(=O)(=O)[C@@H]2CN(CC2)C(=O)OC(C)(C)C)CC(C)(C)C)C ((S)-tert-butyl 3-(1-(2-(dimethylamino)ethyl)-2-neopentyl-1H-benzo[d]imidazol-5-ylsulfonyl)pyrrolidine-1-carboxylate), Cl[Si](C)(C)C (chlorotrimethylsilane). Solvent: CO (methanol). Conditions: temperature 50 celsius, time 16 hour. The product is CN(CCN1C(=NC2=C1C=CC(=C2)S(=O)(=O)[C@@H]2CNCC2)CC(C)(C)C)C ((S)—N,N-dimethyl-2-(2-neopentyl-5-(pyrrolidin-3-ylsulfonyl)-1H-benzo[d]imidazol-1-yl)ethanamine). Yield: 99.3%. Reaction SMILES: [CH3:1][N:2]([CH3:34])[CH2:3][CH2:4][N:5]1[C:9]2[CH:10]=[CH:11][C:12]([S:14]([C@H:17]3[CH2:21][CH2:20][N:19](C(OC(C)(C)C)=O)[CH2:18]3)(=[O:16])=[O:15])=[CH:13][C:8]=2[N:7]=[C:6]1[CH2:29][C:30]([CH3:33])([CH3:32])[CH3:31].Cl[Si](C)(C)C>CO>[CH3:1][N:2]([CH3:34])[CH2:3][CH2:4][N:5]1[C:9]2[CH:10]=[CH:11][C:12]([S:14]([C@H:17]3[CH2:21][CH2:20][NH:19][CH2:18]3)(=[O:15])=[O:16])=[CH:13][C:8]=2[N:7]=[C:6]1[CH2:29][C:30]([CH3:32])([CH3:31])[CH3:33]. Procedure: To a solution of (S)-tert-butyl 3-(1-(2-(dimethylamino)ethyl)-2-neopentyl-1H-benzo[d]imidazol-5-ylsulfonyl)pyrrolidine-1-carboxylate (STEP E, 980 mg, 1.99 mmol) in methanol (6 mL) was added chlorotrimethylsilane (1.27 mL, 9.95 mmol). The mixture was stirred at 50° C. for 16 h. The resulting mixture was concentrated. The residue was added 2 mol/L sodium hydroxide aqueous solution to pH>7 and the mixture was extracted with ethyl acetate (150 mL). The organic layer was washed with brine and dried o... Reactants: CN1CCCC1 (N-methylpyrrolidine), BrCCOCCOC (1-bromo-2-(2-methoxy-ethoxy)ethane). Solvent: CC(=O)C (acetone). The product is [Br-].COCCOCC[N+]1(CCCC1)C (1-[2-(2-methoxyethoxy)ethyl]-1-methylpyrrolidinium bromide). The yield is 68.0%. Reaction SMILES: [CH3:1][N:2]1[CH2:6][CH2:5][CH2:4][CH2:3]1.[Br:7][CH2:8][CH2:9][O:10][CH2:11][CH2:12][O:13][CH3:14]>CC(C)=O>[Br-:7].[CH3:14][O:13][CH2:12][CH2:11][O:10][CH2:9][CH2:8][N+:2]1([CH3:1])[CH2:6][CH2:5][CH2:4][CH2:3]1 |f:3.4|. Reported procedure: N-methylpyrrolidine (9.11 g, 0.1 mol), 1-bromo-2-(2-methoxy-ethoxy)ethane (10.0 g, 0.103 mol) and anhydrous acetone (40 cm3) was refluxed for 24 h. After evaporation under reduced pressure, the yellow solid was washed with diethylether. 1-[2-(2-methoxyethoxy)ethyl]-1-methylpyrrolidinium bromide was obtained as white solid in ca. 68% yield. δH (500.13 MHz, CDCl3) 3.98 (2H, m), 3.87 (6H, m), 3.68 (2H, m), 3.53 (2H, m), 3.40 (3H, s), 3.33 (3H, s), 2.29 (4H, m).